This data is from the Open Reaction Database (ORD), a public repository of structured organic reaction records. The task is: describe an organic reaction: reactants, conditions, products, and yield Reactants: B.C1CCOC1 (BH3THF), ClC1=CC(=C(C(=O)O)C=C1)C (4-chloro-2-methylbenzoic acid), CO (methanol). The solvent is C1CCOC1 (THF). Conditions: time 8 hour. Product: ClC=1C=C(C=CC1C)CO ((3-chloro-4-methylphenyl)methanol). The yield is 85.0%. RXN SMILES: [Cl:1][C:2]1[CH:10]=CC(C(O)=O)=[C:4](C)[CH:3]=1.B.[CH2:13]1[CH2:17][O:16][CH2:15][CH2:14]1.CO>C1COCC1>[Cl:1][C:2]1[CH:10]=[C:13]([CH2:17][OH:16])[CH:14]=[CH:15][C:3]=1[CH3:4] |f:1.2|. Procedure: To a solution of 4-chloro-2-methylbenzoic acid (800 mg, 4.69 mmol) in THF (8 mL) that was cooled at 0° C., BH3THF (14 mL, 1M in THF) was added into the solution drop wise. The mixture was then stirred at r.t. overnight. Add methanol to the system at 0° C. slowly until no gas released. Remove the solvent and the residue was extracted with ethylacetate, concentrated the organic phase to give 894 mg of the title compound (85%). 1H NMR (400 MHz, CDCl3): δ 2.36 (3H, s), 4.63 (2H, s), 7.13-7.22 (2H, m... Reactants: C1(CCCCC1)CS(=O)(=O)N1[C@@H](CCCC1)/C(/N)=N/O ((Z)-(2S)-1-[cyclohexylmethylsulfonyl]-N′2-hydroxy-2-piperidinecarboximidamide), CN1CCOCC1 (N-methyl morpholine), O.OC1=CC=CC=2NN=NC21 (hydroxybenzotriazole hydrate), Cl.CN(CCCN=C=NCC)C (1-(3-dimethylaminopropyl)-3-ethylcarbodiimide hydrochloride). Solvent: C(=O)O (formic acid). Product: C1(CCCCC1)CS(=O)(=O)N1[C@@H](CCCC1)/C(/N)=N/OC=O ((Z)-(2S)-1-[(cyclohexylmethyl)sulfonyl]-N′2-(formyloxy)-2-piperidinecarboximidamide). Reaction SMILES: [CH:1]1([CH2:7][S:8]([N:11]2[CH2:16][CH2:15][CH2:14][CH2:13][C@H:12]2/[C:17](=[N:19]/[OH:20])/[NH2:18])(=[O:10])=[O:9])[CH2:6][CH2:5][CH2:4][CH2:3][CH2:2]1.CN1CC[O:25][CH2:24]C1.O.OC1C2N=NNC=2C=CC=1.Cl.CN(C)CCCN=C=NCC>C(O)=O>[CH:1]1([CH2:7][S:8]([N:11]2[CH2:16][CH2:15][CH2:14][CH2:13][C@H:12]2/[C:17](=[N:19]/[O:20][CH:24]=[O:25])/[NH2:18])(=[O:9])=[O:10])[CH2:2][CH2:3][CH2:4][CH2:5][CH2:6]1 |f:2.3,4.5|. Reported procedure: The title compound was prepared by a similar method to Preparation 5 from (Z)-(2S)-1-[cyclohexylmethylsulfonyl]-N′2-hydroxy-2-piperidinecarboximidamide [see Preparation 28], formic acid, N-methyl morpholine, hydroxybenzotriazole hydrate and 1-(3-dimethylaminopropyl)-3-ethylcarbodiimide hydrochloride, to afford (Z)-(2S)-1-[(cyclohexylmethyl)sulfonyl]-N′2-(formyloxy)-2-piperidinecarboximidamide as a colourless oil. Reactants: COC1=CC=C(C=C1)C1=NOC=C1C(=O)O (3-(4-methoxyphenyl)isoxazole-4-carboxylic acid), C(C)N(C(C)C)C(C)C (N-ethyl-N-isopropylpropan-2-amine), CN(C)C(=[N+](C)C)ON1C2=C(C=CC=C2)N=N1.[B-](F)(F)(F)F (TBTU), Cl.ClC1=C(C=CC=C1)C1(CNCC1)O (3-(2-chlorophenyl)pyrrolidin-3-ol hydrochloride). Solvent: CN(C)C=O (DMF). Yields the product ClC1=C(C=CC=C1)C1(CN(CC1)C(=O)C=1C(=NOC1)C1=CC=C(C=C1)OC)O (3-(2-chlorophenyl)-1-{[3-(4-methoxyphenyl)isoxazol-4-yl]carbonyl}pyrrolidin-3-ol). Isolated yield 75.2%. RXN SMILES: [CH3:1][O:2][C:3]1[CH:8]=[CH:7][C:6]([C:9]2[C:13]([C:14]([OH:16])=O)=[CH:12][O:11][N:10]=2)=[CH:5][CH:4]=1.C(N(C(C)C)C(C)C)C.CN(C(ON1N=NC2C=CC=CC1=2)=[N+](C)C)C.[B-](F)(F)(F)F.Cl.[Cl:49][C:50]1[CH:55]=[CH:54][CH:53]=[CH:52][C:51]=1[C:56]1([OH:61])[CH2:60][CH2:59][NH:58][CH2:57]1>CN(C=O)C>[Cl:49][C:50]1[CH:55]=[CH:54][CH:53]=[CH:52][C:51]=1[C:56]1([OH:61])[CH2:60][CH2:59][N:58]([C:14]([C:13]2[C:9]([C:6]3[CH:5]=[CH:4][C:3]([O:2][CH3:1])=[CH:8][CH:7]=3)=[N:10][O:11][CH:12]=2)=[O:16])[CH2:57]1 |f:2.3,4.5|. Procedure details: A solution of 3-(4-methoxyphenyl)isoxazole-4-carboxylic acid (7 mg, 0.03 mmol), N-ethyl-N-isopropylpropan-2-amine (16 μL, 0.09 mmol, 3 equ.) and TBTU (12 mg, 0.036 mmol, 1.2 equ.) in DMF (0.3 mL) was added to 3-(2-chlorophenyl)pyrrolidin-3-ol hydrochloride (7 mg, 0.03 mmol). After 1 h at rt the crude product was purified by RP-HPLC. The pure fractions were basified (NaHCO3) and extracted with ethyl acetate, dried (Na2SO4), evaporated and dried in vacuum to yield the title compound (9 mg). MS (ES... Starting materials: FC(C(=O)O)(F)F (trifluoroacetic acid), C(C)(C)(C)OC(NC1=C(C=C(C=C1)CC#N)C)=O (N-(4-cyanomethyl-2-methylphenyl)carbamic acid t-butyl ester), C([O-])(O)=O.[Na+] (sodium bicarbonate). Run in C(Cl)Cl (methylene chloride). Conditions: time 1 hour. Yields the product C(#N)CC1=CC(=C(N)C=C1)C (4-cyanomethyl-2-methylaniline). Yield: 69.8%. Reaction SMILES: C(OC(=O)[NH:7][C:8]1[CH:13]=[CH:12][C:11]([CH2:14][C:15]#[N:16])=[CH:10][C:9]=1[CH3:17])(C)(C)C.FC(F)(F)C(O)=O.C(=O)(O)[O-].[Na+]>C(Cl)Cl>[C:15]([CH2:14][C:11]1[CH:12]=[CH:13][C:8]([NH2:7])=[C:9]([CH3:17])[CH:10]=1)#[N:16] |f:2.3|. Reported procedure: The compound (1.16 g) obtained in Example 520 was dissolved in methylene chloride (15 ml); to the solution, trifluoroacetic acid (4 ml) was added and the mixture was stirred at room temperature for 1 h. A saturated aqueous sodium bicarbonate solution was added to the reaction mixture, which was extracted with methylene chloride. The organic layer was dried with anhydrous sodium sulfate and the solvent was distilled off under reduced pressure. The resulting residue was purified by silica gel colu... The solvent is O (water), C(Cl)Cl (methylene chloride), [N+](=O)([O-])C (nitromethane). Procedure details: To a solution of benzyl 7β-amino-3-methyl-3-cephem-4-carboxylate (1.2 g) and anisole (5.2 ml) in methylene chloride (100 ml) is dropwise added a solution of aluminum chloride (3.11 g) in nitromethane (40 ml) under ice cooling, and the mixture stirred for 4.5 hours at room temperature, mixed with water (40 ml), and adjusted to pH 0.3 with 1 N-hydrochloric acid. The aqueous layer is separated, washed with ethyl acetate (30 ml), adjusted to pH 2.4 with an aqueous solution of sodium hydroxide and al... RXN SMILES: [NH2:1][C@@H:2]1[C:20](=[O:21])[N:4]2[C:5]([C:10]([O:12]CC3C=CC=CC=3)=[O:11])=[C:6]([CH3:9])[CH2:7][S:8][C@H:3]12.C1(OC)C=CC=CC=1.[Cl-].[Al+3].[Cl-].[Cl-].Cl>C(Cl)Cl.[N+](C)([O-])=O.O>[NH2:1][C@@H:2]1[C:20](=[O:21])[N:4]2[C:5]([C:10]([OH:12])=[O:11])=[C:6]([CH3:9])[CH2:7][S:8][C@H:3]12 |f:2.3.4.5|. Yield: 89.6%. The reactants are Cl (hydrochloric acid), N[C@H]1[C@@H]2N(C(=C(CS2)C)C(=O)OCC2=CC=CC=C2)C1=O (benzyl 7β-amino-3-methyl-3-cephem-4-carboxylate), C1(=CC=CC=C1)OC (anisole), [Cl-].[Al+3].[Cl-].[Cl-] (aluminum chloride). Yields the product N[C@H]1[C@@H]2N(C(=C(CS2)C)C(=O)O)C1=O (7β-amino-3-methyl-3-cephem-4-carboxylic acid). Reaction conditions: time 4.5 hour.